Dataset: the Open Reaction Database (ORD), a public repository of structured organic reaction records. Task: describe an organic reaction: reactants, conditions, products, and yield Reactants: C(C1=CC=CC=C1)OC=1C=CC=2C3=C(C=NC2C1)N=C(N3CC(C)C)C (7-Benzyloxy-2-methyl-1-(2-methylpropyl)-1H-imidazo[4,5-c]quinoline), [H][H] (hydrogen). Reagents/catalysts: [Pd] (palladium on carbon). Run in C(C)O (ethanol). Product: CC=1N(C2=C(C=NC=3C=C(C=CC23)O)N1)CC(C)C (2-methyl-1-(2-methylpropyl)-1H-imidazo[4,5-c]quinolin-7-ol). The yield is 55.7%. As a reaction SMILES: C([O:8][C:9]1[CH:10]=[CH:11][C:12]2[C:13]3[N:21]([CH2:22][CH:23]([CH3:25])[CH3:24])[C:20]([CH3:26])=[N:19][C:14]=3[CH:15]=[N:16][C:17]=2[CH:18]=1)C1C=CC=CC=1.[H][H]>[Pd].C(O)C>[CH3:26][C:20]1[N:21]([CH2:22][CH:23]([CH3:25])[CH3:24])[C:13]2[C:12]3[CH:11]=[CH:10][C:9]([OH:8])=[CH:18][C:17]=3[N:16]=[CH:15][C:14]=2[N:19]=1. Procedure: 7-Benzyloxy-2-methyl-1-(2-methylpropyl)-1H-imidazo[4,5-c]quinoline (16.11 g, 46.6 mmol), 10% palladium on carbon (4.96 g), and ethanol (380 mL) were combined. The mixture was shaken overnight under 50 psi (3.4×105 Pa) of hydrogen and then filtered. The solids were washed with ethyl acetate, and the filtrate was concentrated. Diethyl ether was added to the residue and a green solid formed. The solid was recrystallized from acetonitrile to give 6.63 g of 2-methyl-1-(2-methylpropyl)-1H-imidazo[4,5-... Starting materials: C(C)(=O)N1[C@H](CN(C2=CC(=CC=C12)Br)C(=O)OC(C)C)C ((S)-isopropyl 4-acetyl-7-bromo-3-methyl-3,4-dihydroquinoxaline-1(2H)-carboxylate), C(=O)(O)C1=CC=C(C=C1)B(O)O (4-carboxyphenylboronic acid), C1(CC1)C(=O)N1[C@H](CN(C2=CC(=CC=C12)C=1C=NNC1)C(=O)OC(C)C)C ((S)-isopropyl 4-(cyclopropanecarbonyl)-3-methyl-7-(1H-pyrazol-4-yl)-3,4-dihydroquinoxaline-1(2H)-carboxylate). Product: C(C)(=O)N1[C@H](CN(C2=CC(=CC=C12)C1=CC=C(C(=O)O)C=C1)C(=O)OC(C)C)C ((S)-4-(1-acetyl-4-(isopropoxycarbonyl)-2-methyl-1,2,3,4-tetrahydroquinoxalin-6-yl)benzoic acid). RXN SMILES: [C:1]([N:4]1[C:13]2[C:8](=[CH:9][C:10](Br)=[CH:11][CH:12]=2)[N:7]([C:15]([O:17][CH:18]([CH3:20])[CH3:19])=[O:16])[CH2:6][C@@H:5]1[CH3:21])(=[O:3])[CH3:2].[C:22]([C:25]1[CH:30]=[CH:29][C:28](B(O)O)=[CH:27][CH:26]=1)([OH:24])=[O:23].C1(C(N2C3C(=CC(C4C=NNC=4)=CC=3)N(C(OC(C)C)=O)C[C@@H]2C)=O)CC1>>[C:1]([N:4]1[C:13]2[C:8](=[CH:9][C:10]([C:28]3[CH:29]=[CH:30][C:25]([C:22]([OH:24])=[O:23])=[CH:26][CH:27]=3)=[CH:11][CH:12]=2)[N:7]([C:15]([O:17][CH:18]([CH3:20])[CH3:19])=[O:16])[CH2:6][C@@H:5]1[CH3:21])(=[O:3])[CH3:2]. Procedure: (S)-4-(1-acetyl-4-(isopropoxycarbonyl)-2-methyl-1,2,3,4-tetrahydroquinoxalin-6-yl)benzoic acid was synthesized from (S)-isopropyl 4-acetyl-7-bromo-3-methyl-3,4-dihydroquinoxaline-1(2H)-carboxylate and 4-carboxyphenylboronic acid according to the procedure outlined above for (S)-isopropyl 4-(cyclopropanecarbonyl)-3-methyl-7-(1H-pyrazol-4-yl)-3,4-dihydroquinoxaline-1(2H)-carboxylate. MS (ESI, pos. ion) m/z 419 [M+Na]+ Reactants: NC1=C(N=CN1CC1=CC(=CC(=C1)C(F)(F)F)C(F)(F)F)C#N (5-Amino-1-(3,5-bis-trifluoromethyl-benzyl)-1H-imidazole-4-carbonitrile), C(I)I (CH2I2), N(=O)OCCC(C)C (isoamyl nitrite). Run at time 30 minute. The product is FC(C=1C=C(CN2C=NC(=C2I)C#N)C=C(C1)C(F)(F)F)(F)F (1-(3,5-Bis-trifluoromethyl-benzyl)-5-iodo-1H-imidazole-4-carbonitrile). As a reaction SMILES: N[C:2]1[N:6]([CH2:7][C:8]2[CH:13]=[C:12]([C:14]([F:17])([F:16])[F:15])[CH:11]=[C:10]([C:18]([F:21])([F:20])[F:19])[CH:9]=2)[CH:5]=[N:4][C:3]=1[C:22]#[N:23].C(I)[I:25].N(OCCC(C)C)=O>>[F:19][C:18]([F:21])([F:20])[C:10]1[CH:9]=[C:8]([CH:13]=[C:12]([C:14]([F:17])([F:16])[F:15])[CH:11]=1)[CH2:7][N:6]1[C:2]([I:25])=[C:3]([C:22]#[N:23])[N:4]=[CH:5]1. Procedure: Combine 5-Amino-1-(3,5-bis-trifluoromethyl-benzyl)-1H-imidazole-4-carbonitrile (0.066 g, 0.20 mmol), CH2I2 (3 mL), and isoamyl nitrite (250 μL, 2 mmol) in a round bottom flask and stir the mixture at 100° C. After 30 min., remove from heat and concentrate. Purify by flash chromatography on silica gel to give the title compound. MS (ES) 443.9 (M−1); 1H NMR (300 MHz, CDCl3) δ 7.93 (s, 1H), 7.78 (s, 1H), 7.58 (s, 2H), 5.31 (s, 2H). Starting materials: NC=1SC=C(N1)C(C(=O)N[C@H]1[C@H]2SCC(=C(N2C1=O)C(=O)O)CSC1=CC(=NC=2N1N=C(N2)C)CCC(NO)=O)=O ((6R,7R)-7-(2-Amino-4-thiazoleglyoxylamido)-3-[[[5-[2-(hydroxycarbamoyl)ethyl]-2-methyl-s-triazolo[1,5-a]pyrimidin-7-yl]thio]methyl]-8-oxo-5-thia-1-azabicyclo[4.2.0]oct-2-ene-2-carboxylic acid), Cl.NOC(C(=O)NNC(C1=CC(=C(C=C1)O)O)=O)(C)C (1-[2-(aminooxy)-2-methylpropionyl]-2-(3,4-dihydroxybenzoyl)hydrazine hydrochloride). Run in CC(=O)N(C)C (dimethylacetamide). Conditions: time 20 hour. The product is NC=1SC=C(N1)/C(/C(=O)N[C@H]1[C@H]2SCC(=C(N2C1=O)C(=O)O)CSC1=CC(=NC=2N1N=C(N2)C)CCC(NO)=O)=N/OC(C)(C)C(NNC(C2=CC(=C(C=C2)O)O)=O)=O ((6R,7R)-7-[(Z)-2-(2-amino-4-thiazolyl)-2-[[1-[3-(3,4-dihydroxybenzoyl)carbazoyl]-1-methylethoxy]imino]acetamido]-3-[[[5-[2-(hydroxycarbamoyl)ethyl]-2-methyl-s-triazolo[1,5-a]pyrimidin-7-yl]thio]methyl]- 8-oxo-5-thia-1-azabicyclo[4.2.0]oct-2-ene-2-carboxylic acid). Yield: 54.5%. Reaction SMILES: [NH2:1][C:2]1[S:3][CH:4]=[C:5]([C:7](=O)[C:8]([NH:10][C@@H:11]2[C:18](=[O:19])[N:17]3[C@@H:12]2[S:13][CH2:14][C:15]([CH2:23][S:24][C:25]2[N:30]4[N:31]=[C:32]([CH3:34])[N:33]=[C:29]4[N:28]=[C:27]([CH2:35][CH2:36][C:37](=[O:40])[NH:38][OH:39])[CH:26]=2)=[C:16]3[C:20]([OH:22])=[O:21])=[O:9])[N:6]=1.Cl.[NH2:43][O:44][C:45]([CH3:61])([CH3:60])[C:46]([NH:48][NH:49][C:50](=[O:59])[C:51]1[CH:56]=[CH:55][C:54]([OH:57])=[C:53]([OH:58])[CH:52]=1)=[O:47]>CC(N(C)C)=O>[NH2:1][C:2]1[S:3][CH:4]=[C:5](/[C:7](=[N:43]/[O:44][C:45]([C:46](=[O:47])[NH:48][NH:49][C:50](=[O:59])[C:51]2[CH:56]=[CH:55][C:54]([OH:57])=[C:53]([OH:58])[CH:52]=2)([CH3:60])[CH3:61])/[C:8]([NH:10][C@@H:11]2[C:18](=[O:19])[N:17]3[C@@H:12]2[S:13][CH2:14][C:15]([CH2:23][S:24][C:25]2[N:30]4[N:31]=[C:32]([CH3:34])[N:33]=[C:29]4[N:28]=[C:27]([CH2:35][CH2:36][C:37](=[O:40])[NH:38][OH:39])[CH:26]=2)=[C:16]3[C:20]([OH:22])=[O:21])=[O:9])[N:6]=1 |f:1.2|. Procedure: (6R,7R)-7-(2-Amino-4-thiazoleglyoxylamido)-3-[[[5-[2-(hydroxycarbamoyl)ethyl]-2-methyl-s-triazolo[1,5-a]pyrimidin-7-yl]thio]methyl]-8-oxo-5-thia-1-azabicyclo[4.2.0]oct-2-ene-2-carboxylic acid (41 mg) (0.66 mmol) and 29 mg of 1-[2-(aminooxy)-2-methylpropionyl]-2-(3,4-dihydroxybenzoyl)hydrazine hydrochloride are dissolved in 1 ml of absolute dimethylacetamide. After stirring at room temperature for 20 hours the solvent is removed at room temperature in a high vacuum. The residue is crystallized fr... The reagents and catalysts are [Ni].[Al] (nickel aluminum). Reaction SMILES: [N:1]1[CH:6]=[CH:5][CH:4]=[C:3]([C:7]([OH:9])=[O:8])[C:2]=1[C:10]([OH:12])=[O:11]>[OH-].[Na+].[Ni].[Al]>[NH:1]1[CH2:6][CH2:5][CH2:4][CH:3]([C:7]([OH:9])=[O:8])[CH:2]1[C:10]([OH:12])=[O:11] |f:1.2,3.4|. Reaction conditions: time 4 day. Solvent: [OH-].[Na+] (sodium hydroxide). The product is N1C(C(CCC1)C(=O)O)C(=O)O (Piperidine-2,3-dicarboxylic acid). Reactants: N1=C(C(=CC=C1)C(=O)O)C(=O)O (pyridine-2,3-dicarboxylic acid). Procedure details: Dissolve pyridine-2,3-dicarboxylic acid (20 g, 120 mmol) in 0.5N aqueous sodium hydroxide (900 mL). Add nickel/aluminum powder (45 g) in portions over 3 hours. Stir for 4 days, filter off the catalyst to yield the title compound in clear solution. The resulting free amine is not isolated. The reactants are C(C1=CC=CC=C1)N1C(CC(C1)C(CC(=O)[O-])=O)=O (3-(1-benzyl-2-oxopyrrolidin-4-yl)-3-oxopropanoate), [Cl-].[Na+] (sodium chloride), O (water). The solvent is CS(=O)C (dimethylsulfoxide). Run at time 16 hour. Yields the product C(C)(=O)C1CC(N(C1)CC1=CC=CC=C1)=O (4-acetyl-1-benzyl-2-pyrrolidinone). The yield is 83.2%. Reaction SMILES: [CH2:1]([N:8]1[CH2:12][CH:11]([C:13](=[O:18])[CH2:14]C([O-])=O)[CH2:10][C:9]1=[O:19])[C:2]1[CH:7]=[CH:6][CH:5]=[CH:4][CH:3]=1.[Cl-].[Na+].O>CS(C)=O>[C:13]([CH:11]1[CH2:12][N:8]([CH2:1][C:2]2[CH:7]=[CH:6][CH:5]=[CH:4][CH:3]=2)[C:9](=[O:19])[CH2:10]1)(=[O:18])[CH3:14] |f:1.2|. Reported procedure: A mixture of 3-(1-benzyl-2-oxopyrrolidin-4-yl)-3-oxopropanoate (24.0 g, 0.083 mole) and sodium chloride (10.6 g, 0.181 mole) in dimethylsulfoxide (105 mL)/water (4.4 mL) was heated at 135° with stirring for 16 hours. On cooling the reaction mixture was poured onto ice water (900 mL) and extracted with dichloromethane (800 mL). The organic phase was washed with water (4×500 mL) and dried (MgSO4). The solvent was removed under reduced pressure to give 4-acetyl-1-benzyl-2-pyrrolidinone (15.0 g, 83%... The product is OC(c1ccccc1)c1ccc2nccnc2c1. The reactants are CO, O, O=C(c1ccccc1)c1ccc2nccnc2c1. Reaction SMILES: [CH3:19][OH:20].[OH2:21].[c:1]1([C:7](=[O:8])[c:9]2[cH:10][c:11]3[n:12][cH:13][cH:14][n:15][c:16]3[cH:17][cH:18]2)[cH:2][cH:3][cH:4][cH:5][cH:6]1>>[c:1]1([CH:7]([OH:8])[c:9]2[cH:10][c:11]3[n:12][cH:13][cH:14][n:15][c:16]3[cH:17][cH:18]2)[cH:2][cH:3][cH:4][cH:5][cH:6]1.